This data is from the Open Reaction Database (ORD), a public repository of structured organic reaction records. The task is: describe an organic reaction: reactants, conditions, products, and yield Starting materials: C=CCCCCCCCC (1-decene), C1=CC=CC2=CC=CC=C12 (naphthalene). Reagents/catalysts: catalyst. The solvent is CCCCCCC (heptane). Conditions: temperature 80 celsius, time 8 hour. Yields the product C(CCCCCCCCC)C1=CC=CC2=CC=CC=C12 (decylnaphthalene), C(CCCCCCCCC)C1=C(C2=CC=CC=C2C=C1)CCCCCCCCCC (didecylnaphthalene). Isolated yield 57.3%. As a reaction SMILES: [CH:1]1[C:10]2[C:5](=[CH:6][CH:7]=[CH:8][CH:9]=2)[CH:4]=[CH:3][CH:2]=1.[CH2:11]=[CH:12][CH2:13][CH2:14][CH2:15][CH2:16][CH2:17][CH2:18][CH2:19][CH3:20]>CCCCCCC>[CH2:11]([C:9]1[C:10]2[C:5](=[CH:4][CH:3]=[CH:2][CH:1]=2)[CH:6]=[CH:7][CH:8]=1)[CH2:12][CH2:13][CH2:14][CH2:15][CH2:16][CH2:17][CH2:18][CH2:19][CH3:20].[CH2:11]([C:7]1[CH:8]=[CH:9][C:10]2[C:5](=[CH:4][CH:3]=[CH:2][CH:1]=2)[C:6]=1[CH2:9][CH2:10][CH2:1][CH2:2][CH2:3][CH2:4][CH2:5][CH2:6][CH2:7][CH3:8])[CH2:12][CH2:13][CH2:14][CH2:15][CH2:16][CH2:17][CH2:18][CH2:19][CH3:20]. Procedure: A solution of naphthalene (16.3 g, 0.127 mole) in 25 ml of heptane was heated to 80° C. in the presence of 3 g of the catalyst. 1-decene, 14.9 g (0.106 mole), was added quickly. The reaction was stirred at 80° C. for 8 hours. The catalyst was removed by filtration and the excess naphthalene removed by rotary evaporation. The product was fractionated to give 11.5 g (40% yield) of decylnaphthalene, and 12.4 g (57.3% yield) of didecylnaphthalene. The didecylnaphthalene has KV: 9.9 cS@100° C.; 97 cS... The reactants are BrC1=CC(=C(C=C1)F)[N+](=O)[O-] (4-bromo-1-fluoro-2-nitrobenzene), COCCNCCOC (N,N-bis(2-methoxyethyl)amine), [H][H] (hydrogen). The reagents and catalysts are [Ni] (Raney nickel). The solvent is C(C)#N (acetonitrile). Conditions: temperature 80 celsius, time 8 hour. The product is NC1=C(C=CC(=C1)Br)N(CCOC)CCOC (N-(2-amino-4-bromophenyl)-N,N-bis(2-methoxyethyl)amine). As a reaction SMILES: [Br:1][C:2]1[CH:7]=[CH:6][C:5](F)=[C:4]([N+:9]([O-])=O)[CH:3]=1.[CH3:12][O:13][CH2:14][CH2:15][NH:16][CH2:17][CH2:18][O:19][CH3:20].[H][H]>C(#N)C.[Ni]>[NH2:9][C:4]1[CH:3]=[C:2]([Br:1])[CH:7]=[CH:6][C:5]=1[N:16]([CH2:17][CH2:18][O:19][CH3:20])[CH2:15][CH2:14][O:13][CH3:12]. Procedure: A mixture of 4-bromo-1-fluoro-2-nitrobenzene (0.44 g, 2mmol) and N,N-bis(2-methoxyethyl)amine (0.266 g, 2.4 mmol) in acetonitrile (10 mL) in a capped 20 mL vial was shaken at 80° C. overnight and concentrated. The concentrate was dissolved in methanol (10 mL), and treated with Raney nickel (50% water suspension, 0.40 g, 6.8 mmol). The vial was filled with excessive hydrogen, shaken at 50° C. for 1 hour, filtered, and concentrated. The concentrate was purified by preparative HPLC with acetonitril...